From a dataset of the Open Reaction Database (ORD), a public repository of structured organic reaction records. describe an organic reaction: reactants, conditions, products, and yield The reactants are O.NN (Hydrazine hydrate), BrC=1SC(=NN1)C(C)(C)C (2-bromo-5-t-butyl-1,3,4-thiadiazole). Solvent: C(C)O (ethanol). The product is N(N)C=1SC(=NN1)C(C)(C)C (2-hydrazino-5-t-butyl-1,3,4-thiadiazole). Isolated yield 79.6%. RXN SMILES: O.[NH2:2][NH2:3].Br[C:5]1[S:6][C:7]([C:10]([CH3:13])([CH3:12])[CH3:11])=[N:8][N:9]=1>C(O)C>[NH:2]([C:5]1[S:6][C:7]([C:10]([CH3:13])([CH3:12])[CH3:11])=[N:8][N:9]=1)[NH2:3] |f:0.1|. Procedure details: Hydrazine hydrate (12.5 g) was added to a solution of 2-bromo-5-t-butyl-1,3,4-thiadiazole (22.1 g) in ethanol (100 ml), and the mixture was heated under reflux for 2 hours. The solvent was evaporated to give an oily solid which was crystallised from water to give 2-hydrazino-5-t-butyl-1,3,4-thiadiazole (13.7 g, 79%) as white needles, mp 111°-112° C. Starting materials: Cc1ccccc1, NC(=O)c1ccc(Cl)nc1, [K+], [K+], O=C([O-])[O-], CN(C)C=O, Oc1ccc(CCNC2CCCCC2O)cc1. The product is NC(=O)c1ccc(Oc2ccc(CCNC3CCCCC3O)cc2)nc1. Reaction SMILES: [CH3:39][c:40]1[cH:41][cH:42][cH:43][cH:44][cH:45]1.[Cl:18][c:19]1[n:20][cH:21][c:22]([C:23](=[O:24])[NH2:25])[cH:26][cH:27]1.[K+:28].[K+:29].[O-:30][C:31]([O-:32])=[O:33].[O:34]=[CH:35][N:36]([CH3:37])[CH3:38].[OH:1][CH:2]1[CH:3]([NH:8][CH2:9][CH2:10][c:11]2[cH:12][cH:13][c:14]([OH:17])[cH:15][cH:16]2)[CH2:4][CH2:5][CH2:6][CH2:7]1>>[OH:1][CH:2]1[CH:3]([NH:8][CH2:9][CH2:10][c:11]2[cH:12][cH:13][c:14]([O:17][c:19]3[n:20][cH:21][c:22]([C:23](=[O:24])[NH2:25])[cH:26][cH:27]3)[cH:15][cH:16]2)[CH2:4][CH2:5][CH2:6][CH2:7]1. Starting materials: CN1CCC(CN2CCNCC2)CC1, ClCCl, O=C=NC(c1ccccc1)c1ccccc1. The product is CN1CCC(CN2CCN(C(=O)NC(c3ccccc3)c3ccccc3)CC2)CC1. RXN SMILES: [CH3:1][N:2]1[CH2:3][CH2:4][CH:5]([CH2:8][N:9]2[CH2:10][CH2:11][NH:12][CH2:13][CH2:14]2)[CH2:6][CH2:7]1.[Cl:31][CH2:32][Cl:33].[c:15]1([CH:21]([c:22]2[cH:23][cH:24][cH:25][cH:26][cH:27]2)[N:28]=[C:29]=[O:30])[cH:16][cH:17][cH:18][cH:19][cH:20]1>>[CH3:1][N:2]1[CH2:3][CH2:4][CH:5]([CH2:8][N:9]2[CH2:10][CH2:11][N:12]([C:29]([NH:28][CH:21]([c:15]3[cH:16][cH:17][cH:18][cH:19][cH:20]3)[c:22]3[cH:23][cH:24][cH:25][cH:26][cH:27]3)=[O:30])[CH2:13][CH2:14]2)[CH2:6][CH2:7]1. The reactants are C(=O)(O)C1=CC=C(C=C1)CN1C(OC[C@H]1C1=CC=CC=C1)=O ((4R)-(-)-3-(4-carboxyphenylmethyl)-4-phenyl-2-oxazolidinone), C(CCCCCCCCC)OC1=CC=C(C=C1)C1=CC=C(C=C1)O (4-decyloxy-4'-hydroxybiphenyl), C1CCC(CC1)N=C=NC2CCCCC2 (DCCI). Reagents/catalysts: CN(C)C=1C=CN=CC1 (DMAP). Solvent: C(Cl)Cl (CH2Cl2). Product: C(CCCCCCCCC)OC1=CC=C(C=C1)C1=CC=C(C=C1)OC(=O)C1=CC=C(CN2C(OC[C@H]2C2=CC=CC=C2)=O)C=C1 ((4R)-3-[4-(4'-Decyloxybiphenyl-4-oxycarbonyl)benzyl]-4-phenyl-2-oxazolidinone). As a reaction SMILES: [C:1]([C:4]1[CH:9]=[CH:8][C:7]([CH2:10][N:11]2[C@H:15]([C:16]3[CH:21]=[CH:20][CH:19]=[CH:18][CH:17]=3)[CH2:14][O:13][C:12]2=[O:22])=[CH:6][CH:5]=1)([OH:3])=[O:2].[CH2:23]([O:33][C:34]1[CH:39]=[CH:38][C:37]([C:40]2[CH:45]=[CH:44][C:43](O)=[CH:42][CH:41]=2)=[CH:36][CH:35]=1)[CH2:24][CH2:25][CH2:26][CH2:27][CH2:28][CH2:29][CH2:30][CH2:31][CH3:32].C1CCC(N=C=NC2CCCCC2)CC1>CN(C1C=CN=CC=1)C.C(Cl)Cl>[CH2:23]([O:33][C:34]1[CH:39]=[CH:38][C:37]([C:40]2[CH:45]=[CH:44][C:43]([O:2][C:1]([C:4]3[CH:5]=[CH:6][C:7]([CH2:10][N:11]4[C@H:15]([C:16]5[CH:17]=[CH:18][CH:19]=[CH:20][CH:21]=5)[CH2:14][O:13][C:12]4=[O:22])=[CH:8][CH:9]=3)=[O:3])=[CH:42][CH:41]=2)=[CH:36][CH:35]=1)[CH2:24][CH2:25][CH2:26][CH2:27][CH2:28][CH2:29][CH2:30][CH2:31][CH3:32]. Procedure details: 505 mg (1.07 mmol) of (4R)-(-)-3-(4-carboxyphenylmethyl)-4-phenyl-2-oxazolidinone and 555 mg (1.7 mmol) of 4-decyloxy-4'-hydroxybiphenyl and 31 mg of DMAP are dissolved in 17 ml of absolute CH2Cl2, and 390 mg (1.7 mmol) of DCCI are added. The crude product is purified by chromatography. The reactants are C1CCOC1, CC(CN(CC(C)OS(C)(=O)=O)c1c(C(=O)NCCOC2CCCCO2)cc([N+](=O)[O-])cc1[N+](=O)[O-])OS(C)(=O)=O, Cl, O. Product: CC(CN(CC(C)OS(C)(=O)=O)c1c(C(=O)NCCO)cc([N+](=O)[O-])cc1[N+](=O)[O-])OS(C)(=O)=O. As a reaction SMILES: [CH2:43]1[O:44][CH2:45][CH2:46][CH2:47]1.[CH3:1][S:2](=[O:3])(=[O:4])[O:5][CH:6]([CH2:7][N:8]([c:9]1[c:10]([N+:30](=[O:31])[O-:32])[cH:11][c:12]([N+:27](=[O:28])[O-:29])[cH:13][c:14]1[C:15](=[O:16])[NH:17][CH2:18][CH2:19][O:20][CH:21]1[CH2:22][CH2:23][CH2:24][CH2:25][O:26]1)[CH2:33][CH:34]([CH3:35])[O:36][S:37](=[O:38])(=[O:39])[CH3:40])[CH3:41].[ClH:42].[OH2:48]>>[CH3:1][S:2](=[O:3])(=[O:4])[O:5][CH:6]([CH2:7][N:8]([c:9]1[c:10]([N+:30](=[O:31])[O-:32])[cH:11][c:12]([N+:27](=[O:28])[O-:29])[cH:13][c:14]1[C:15](=[O:16])[NH:17][CH2:18][CH2:19][OH:20])[CH2:33][CH:34]([CH3:35])[O:36][S:37](=[O:38])(=[O:39])[CH3:40])[CH3:41]. The reactants are F[C@H]1C[C@@H](N(C1)C=1C=CC(=NC1)[N+](=O)[O-])C1=C(C=CC(=C1)F)O[C@@H]1COCC1 (5-((2R,4S)-4-fluoro-2-(5-fluoro-2-(((S)-tetrahydrofuran-3-yl)oxy)phenyl)pyrrolidin-1-yl)-2-nitropyridine), N2H4.2H2O. The reagents and catalysts are [Ni] (Ni). Run in C(C)O (ethanol). Reaction conditions: time 5 minute. Product: F[C@H]1C[C@@H](N(C1)C=1C=CC(=NC1)N)C1=C(C=CC(=C1)F)O[C@@H]1COCC1 (5-((2R,4S)-4-fluoro-2-(5-fluoro-2-(((S)-tetrahydrofuran-3-yl)oxy)phenyl)pyrrolidin-1-yl)pyridin-2-amine). The yield is 356.5%. Reaction SMILES: [F:1][C@@H:2]1[CH2:6][N:5]([C:7]2[CH:8]=[CH:9][C:10]([N+:13]([O-])=O)=[N:11][CH:12]=2)[C@@H:4]([C:16]2[CH:21]=[C:20]([F:22])[CH:19]=[CH:18][C:17]=2[O:23][C@H:24]2[CH2:28][CH2:27][O:26][CH2:25]2)[CH2:3]1>C(O)C.[Ni]>[F:1][C@@H:2]1[CH2:6][N:5]([C:7]2[CH:8]=[CH:9][C:10]([NH2:13])=[N:11][CH:12]=2)[C@@H:4]([C:16]2[CH:21]=[C:20]([F:22])[CH:19]=[CH:18][C:17]=2[O:23][C@H:24]2[CH2:28][CH2:27][O:26][CH2:25]2)[CH2:3]1. Procedure details: To a stirred solution of 5-((2R,4S)-4-fluoro-2-(5-fluoro-2-(((S)-tetrahydrofuran-3-yl)oxy)phenyl)pyrrolidin-1-yl)-2-nitropyridine (5.1 g, 3.26 mmol) in ethanol (50 ml) was cooled to 10° C. and added Raney Ni (1.02 g, 20% w/w) portion wise and stirred for 5 min, then added N2H4.2H2O (3 ml) drop wise for the period of 5 min, then stirred for 20 min at room temperature. After completion of reaction, reaction mixture was filter through celite bed under N2 atmosphere and filtrate was concentration un...